Task: describe an organic reaction: reactants, conditions, products, and yield. Dataset: the Open Reaction Database (ORD), a public repository of structured organic reaction records Starting materials: [Li].COC=1C=C(C=C(C1)OC(F)(F)F)C(=CC(C(=O)OCC)=O)[O-] (Lithium 1-(3-methoxy-5-trifluoromethoxyphenyl)-4-ethoxy-3,4-dioxobut-1-en-1-olate), ClC=1C=C(C=C(C1)F)C1=CC(=NN1C1=NC=CC=C1)C(=O)O (5-(3-Chloro-5-fluorophenyl)-1-(pyridin-2-yl)-1H-pyrazole-3-carboxylic acid), Cl.N1=CC(=CC=C1)NN (3-pyridylhydrazine hydrochloride). The product is COC=1C=C(C=C(C1)OC(F)(F)F)C1=CC(=NN1C=1C=NC=CC1)C(=O)O (5-(3-Methoxy-5-trifluoromethoxyphenyl)-1-(pyridin-3-yl)-1H-pyrazole-3-carboxylic acid). RXN SMILES: [Li].[CH3:2][O:3][C:4]1[CH:5]=[C:6]([C:15]([O-])=[CH:16][C:17](=O)[C:18]([O:20]CC)=[O:19])[CH:7]=[C:8]([O:10][C:11]([F:14])([F:13])[F:12])[CH:9]=1.ClC1C=C(C2N(C3C=CC=CN=3)N=C(C(O)=O)C=2)C=C(F)C=1.Cl.[N:48]1[CH:53]=[CH:52][CH:51]=[C:50]([NH:54][NH2:55])[CH:49]=1>>[CH3:2][O:3][C:4]1[CH:5]=[C:6]([C:15]2[N:54]([C:50]3[CH:49]=[N:48][CH:53]=[CH:52][CH:51]=3)[N:55]=[C:17]([C:18]([OH:20])=[O:19])[CH:16]=2)[CH:7]=[C:8]([O:10][C:11]([F:12])([F:13])[F:14])[CH:9]=1 |f:0.1,3.4,^1:0|. Procedure details: 500 mg (1.29 mmol) of the compound of Example 10A is reacted analogously to the synthesis of the compound of Example 20A with 207 mg (1.42 mmol) of 3-pyridylhydrazine hydrochloride. After hydrolysis, 248 mg (51% of theory) of the title compound is obtained. Starting materials: ClC([C@@H]1O[C@@H]([C@H](C(O1)=O)C)C)(Cl)Cl ((2R, 5R, 6R)-2-trichloromethyl-5,6-dimethyl-1,3-dioxan-4-one), ( 1)-(4 ), S(O)(O)(=O)=O (sulfuric acid), CC(C)O (2-propanol). Solvent: O (water). Conditions: time 1 hour. Product: C[C@@H](C(=O)OC(C)C)[C@@H](C)O (isopropyl (2R, 3R)-2-methyl-3-hydroxybutanoate). RXN SMILES: Cl[C:2](Cl)(Cl)[C@H:3]1[O:8][C:7](=[O:9])[C@H:6]([CH3:10])[C@@H:5]([CH3:11])[O:4]1.S(=O)(=O)(O)O.[CH3:19]C(O)C>O>[CH3:10][C@H:6]([C@H:5]([OH:4])[CH3:11])[C:7]([O:8][CH:3]([CH3:19])[CH3:2])=[O:9]. Procedure details: To 1.0 g of (2R, 5R, 6R)-2-trichloromethyl-5,6-dimethyl-1,3-dioxan-4-one obtained by procedures similar to (1)-(4) of Example 1 were added 0.1 ml of concentrated sulfuric acid and 10 ml of 2-propanol and stirred at room temperature for one hour, and 20 ml of water was added to effect ether extraction. After drying the ether phase over anhydrous sodium sulfate, the ether was distilled off and the residue was subjected to distillation to give 0.4 g of isopropyl (2R, 3R)-2-methyl-3-hydroxybutanoate... The reactants are C(C)OC=1C(C(C1NC=1C=NC=CC1)=O)=O (3-ethoxy-4-(pyridine-3-yl-amino)-3-cyclobutene-1,2-dione), CC#N (MeCN), ClC1=CC=C(OCCCCCC(C)N)C=C1 (6-(4-chlorophenoxy)-1-methyl-hexylamine), CCO (EtOH). Run in C(=O)(C(F)(F)F)O (TFA). The product is ClC1=CC=C(OCCCCCC(C)NC=2C(C(C2NC=2C=NC=CC2)=O)=O)C=C1 ((rac) 3-[6-(4-Chlorophenoxy)-1-methyl-hexylamino]-4-(pyridin-3-yl-amino)-cyclobut-3-ene-1,2-dione). The yield is 12.0%. Reaction SMILES: C(O[C:4]1[C:5](=[O:16])[C:6](=[O:15])[C:7]=1[NH:8][C:9]1[CH:10]=[N:11][CH:12]=[CH:13][CH:14]=1)C.[Cl:17][C:18]1[CH:32]=[CH:31][C:21]([O:22][CH2:23][CH2:24][CH2:25][CH2:26][CH2:27][CH:28]([NH2:30])[CH3:29])=[CH:20][CH:19]=1.CCO.CC#N>C(O)(C(F)(F)F)=O>[Cl:17][C:18]1[CH:32]=[CH:31][C:21]([O:22][CH2:23][CH2:24][CH2:25][CH2:26][CH2:27][CH:28]([NH:30][C:4]2[C:5](=[O:16])[C:6](=[O:15])[C:7]=2[NH:8][C:9]2[CH:10]=[N:11][CH:12]=[CH:13][CH:14]=2)[CH3:29])=[CH:20][CH:19]=1. Procedure details: The title compound was prepared from 3-ethoxy-4-(pyridine-3-yl-amino)-3-cyclobutene-1,2-dione (164 mg, 0.75 mmol) prepared according to example 1A and crude 6-(4-chlorophenoxy)-1-methyl-hexylamine (738 mg) in refluxing EtOH (15 ml). After 36 h the solvent was evaporated and the product was isolated by preparative HPLC chromatography using a gradient of 30 to 50% MeCN in 0.01% aq. TFA and subsequent freeze drying of the product containing fractions. Reported procedure: A 250 ml round bottom flask was charged with iron powder (325 mesh) (2.6 g, 46.6 mmol), 1,3-dibromo-2-fluoro-5-nitrobenzene (2.0 g, 4.01 mmol) and acetic acid (50 ml). The flask was evacuated and back-filled with nitrogen twice, and then stirred at room temperature for 1 hour. The reaction mixture turned into very thick slurry. Acetic acid (50 ml) was added and the mixture stirred for an additional hour. The reaction mixture was poured into EtOAc. The EtOAc solution was washed with water (2×), N... Yield: 148.4%. The reactants are BrC1=C(C(=CC(=C1)[N+](=O)[O-])Br)F (1,3-dibromo-2-fluoro-5-nitrobenzene). Conditions: time 1 hour. The reagents and catalysts are [Fe] (iron). Yields the product BrC=1C=C(N)C=C(C1F)Br (3,5-dibromo-4-fluoroaniline). Solvent: C(C)(=O)O (acetic acid). RXN SMILES: [Br:1][C:2]1[CH:7]=[C:6]([N+:8]([O-])=O)[CH:5]=[C:4]([Br:11])[C:3]=1[F:12]>[Fe].C(O)(=O)C>[Br:1][C:2]1[CH:7]=[C:6]([CH:5]=[C:4]([Br:11])[C:3]=1[F:12])[NH2:8]. Reactants: N1CCC(CC1)C(=O)OC(C)C=1C=NC(=NC1)N(CC1=C(C=CC(=C1)C(F)(F)F)F)CC1=CC(=CC(=C1)C(F)(F)F)C(F)(F)F (1-{2-[(3,5-Bis-trifluoromethyl-benzyl)-(2-fluoro-5-trifluoromethyl-benzyl)-amino]-pyrimidin-5-yl}-ethyl piperidine-4-carboxylate), Cl (hydrochloric acid), C(C)(=O)OCC (ethyl acetate), [OH-].[Na+] (sodium hydroxide). The solvent is C(C)O (ethanol). Reaction conditions: time 2 hour. The product is FC(C=1C=C(CN(C2=NC=C(C=N2)N2CCC(CC2)C(=O)O)CC2=C(C=CC(=C2)C(F)(F)F)F)C=C(C1)C(F)(F)F)(F)F (1-{2-[(3,5-bis-trifluoromethyl-benzyl)-(2-fluoro-5-trifluoromethyl-benzyl)-amino]-pyrimidin-5-yl}-piperidine-4-carboxylic acid). As a reaction SMILES: N1CCC(C(OC([C:12]2[CH:13]=[N:14][C:15]([N:18]([CH2:31][C:32]3[CH:37]=[C:36]([C:38]([F:41])([F:40])[F:39])[CH:35]=[C:34]([C:42]([F:45])([F:44])[F:43])[CH:33]=3)[CH2:19][C:20]3[CH:25]=[C:24]([C:26]([F:29])([F:28])[F:27])[CH:23]=[CH:22][C:21]=3[F:30])=[N:16][CH:17]=2)C)=O)CC1.[OH-].[Na+].Cl.[C:49]([O:52]CC)(=[O:51])[CH3:50]>C(O)C>[F:45][C:42]([F:43])([F:44])[C:34]1[CH:33]=[C:32]([CH:37]=[C:36]([C:38]([F:41])([F:39])[F:40])[CH:35]=1)[CH2:31][N:18]([CH2:19][C:20]1[CH:25]=[C:24]([C:26]([F:28])([F:29])[F:27])[CH:23]=[CH:22][C:21]=1[F:30])[C:15]1[N:16]=[CH:17][C:12]([N:18]2[CH2:31][CH2:32][CH:50]([C:49]([OH:52])=[O:51])[CH2:20][CH2:19]2)=[CH:13][N:14]=1 |f:1.2|. Procedure: 1-{2-[(3,5-Bis-trifluoromethyl-benzyl)-(2-fluoro-5-trifluoromethyl-benzyl)-amino]-pyrimidin-5-yl}-ethyl piperidine-4-carboxylate (105 mg) is dissolved in ethanol (4 ml) and thereto is added a 1N-aqueous sodium hydroxide solution (2 ml), and the mixture is stirred at room temperature for 2 hours. To the reaction solution are added 1N-hydrochloric acid and ethyl acetate, and the mixture is separated, and the organic layer is washed with a saturated brine, dried over magnesium sulfate, and concentr... Reactants: NC1CC1, N#Cc1cc2ccccc2c2c1SCCN(CC(CC=O)c1ccc(Cl)c(Cl)c1)C2=O, O=C(O)C(F)(F)F. Yields the product N#Cc1cc2ccccc2c2c1SCCN(CC(CCNC1CC1)c1ccc(Cl)c(Cl)c1)C2=O. RXN SMILES: [CH:32]1([NH2:35])[CH2:33][CH2:34]1.[Cl:1][c:2]1[cH:3][c:4]([CH:9]([CH2:10][N:11]2[CH2:12][CH2:13][S:14][c:15]3[c:16]([c:19]4[cH:20][cH:21][cH:22][cH:23][c:24]4[cH:25][c:26]3[C:27]#[N:28])[C:17]2=[O:18])[CH2:29][CH:30]=[O:31])[cH:5][cH:6][c:7]1[Cl:8].[OH:36][C:37]([C:38]([F:39])([F:40])[F:41])=[O:42]>>[Cl:1][c:2]1[cH:3][c:4]([CH:9]([CH2:10][N:11]2[CH2:12][CH2:13][S:14][c:15]3[c:16]([c:19]4[cH:20][cH:21][cH:22][cH:23][c:24]4[cH:25][c:26]3[C:27]#[N:28])[C:17]2=[O:18])[CH2:29][CH2:30][NH:35][CH:32]2[CH2:33][CH2:34]2)[cH:5][cH:6][c:7]1[Cl:8]. As a reaction SMILES: [C:16](=[O:17])([O-:18])[O-:19].[CH2:22]([N+:23]([CH2:24][CH3:25])([CH2:26][CH3:27])[CH2:28][c:29]1[cH:30][cH:31][cH:32][cH:33][cH:34]1)[CH3:35].[CH3:36][C:37]#[N:38].[I:14][CH3:15].[K+:20].[K+:21].[OH:1][N:2]=[CH:3][c:4]1[c:5]([CH2:10][C:11](=[O:12])[OH:13])[cH:6][cH:7][cH:8][cH:9]1>>[O:1]([N:2]=[CH:3][c:4]1[c:5]([CH2:10][C:11](=[O:12])[OH:13])[cH:6][cH:7][cH:8][cH:9]1)[CH3:16]. Yields the product CON=Cc1ccccc1CC(=O)O. The reactants are O=C([O-])[O-], CC[N+](CC)(CC)Cc1ccccc1, CC#N, CI, [K+], [K+], O=C(O)Cc1ccccc1C=NO.